This data is from the Open Reaction Database (ORD), a public repository of structured organic reaction records. The task is: describe an organic reaction: reactants, conditions, products, and yield Reactants: NC=1C=C2CC(N(C2=C(C1)F)CC1CC1)=O (5-Amino-1-cyclopropylmethyl-7-fluoro-1,3-dihydro-indol-2-one), C(C)(C)(C)OC(NC[C@@H]1OC1)=O ((S)-oxiranylmethyl-carbamic acid tert-butyl ester), FC(S(=O)(=O)[O-])(F)F.[Li+] (lithium trifluoromethanesulfonate). Solvent: C(C)#N (acetonitrile), C(C)(=O)OCC (ethyl acetate). Product: C(C)(C)(C)OC(NC[C@@H](CNC=1C=C2CC(N(C2=C(C1)F)CC1CC1)=O)O)=O ((R)-[3-(1-cyclopropylmethyl-7-fluoro-2-oxo-2,3-dihydro-1H-indol-5-ylamino)-2-hydroxy-propyl]-carbamic acid tert-butyl ester). RXN SMILES: [NH2:1][C:2]1[CH:3]=[C:4]2[C:8](=[C:9]([F:11])[CH:10]=1)[N:7]([CH2:12][CH:13]1[CH2:15][CH2:14]1)[C:6](=[O:16])[CH2:5]2.[C:17]([O:21][C:22](=[O:28])[NH:23][CH2:24][C@H:25]1[CH2:27][O:26]1)([CH3:20])([CH3:19])[CH3:18].FC(F)(F)S([O-])(=O)=O.[Li+]>C(#N)C.C(OCC)(=O)C>[C:17]([O:21][C:22](=[O:28])[NH:23][CH2:24][C@H:25]([OH:26])[CH2:27][NH:1][C:2]1[CH:3]=[C:4]2[C:8](=[C:9]([F:11])[CH:10]=1)[N:7]([CH2:12][CH:13]1[CH2:15][CH2:14]1)[C:6](=[O:16])[CH2:5]2)([CH3:19])([CH3:18])[CH3:20] |f:2.3|. Reported procedure: 5-Amino-1-cyclopropylmethyl-7-fluoro-1,3-dihydro-indol-2-one (1.00 g, 4.55 mmol), (S)-oxiranylmethyl-carbamic acid tert-butyl ester (0.79 g, 4.55 mmol) and lithium trifluoromethanesulfonate (0.618 g, 4.55 mmol) in acetonitrile (20 ml) are heated at 90° C. for 16 hours. The reaction mixture is diluted with ethyl acetate, washed with water and brine, dried (Na2SO4) and evaporated. Final purification by flash chromatography (70% ethyl acetate/hexane) gives the title compound as a white solid. HPLC ...